From a dataset of the Open Reaction Database (ORD), a public repository of structured organic reaction records. describe an organic reaction: reactants, conditions, products, and yield The reactants are C(C)OC(=O)C1=CC2=C(C=CC(=C2C(=C1)O)OC(C)C)Br (ethyl-8-bromo-4-hydroxy-5-isopropoxy-2-naphthoate), CC(=O)C (acetone), COS(=O)(=O)OC (dimethylsulfate). Solvent: N (ammonia). The product is C(C)OC(=O)C1=CC2=C(C=CC(=C2C(=C1)OC)OC(C)C)Br (ethyl-8-bromo-5-isopropoxy-4-methoxy-2-naphthoate). Isolated yield 98.0%. As a reaction SMILES: [CH2:1]([O:3][C:4]([C:6]1[CH:15]=[C:14]([OH:16])[C:13]2[C:8](=[C:9]([Br:21])[CH:10]=[CH:11][C:12]=2[O:17][CH:18]([CH3:20])[CH3:19])[CH:7]=1)=[O:5])[CH3:2].[CH3:22]C(C)=O.COS(OC)(=O)=O>N>[CH2:1]([O:3][C:4]([C:6]1[CH:15]=[C:14]([O:16][CH3:22])[C:13]2[C:8](=[C:9]([Br:21])[CH:10]=[CH:11][C:12]=2[O:17][CH:18]([CH3:20])[CH3:19])[CH:7]=1)=[O:5])[CH3:2]. Reported procedure: To a solution of 4.92 g (13.9 mmol) ethyl-8-bromo-4-hydroxy-5-isopropoxy-2-naphthoate in 150 mL acetone 4.80 g (34.8 mmol) K2CO3 and dropwise 4.90 g (38.7 mmol) dimethylsulfate at room temperature were added. Subsequently the reaction mixture was refluxed for 10 h and after that 60 mL of concentrated ammonia was added. Solvent was removed under vacuum and the residue was partitioned between water and dichloromethane. The combined organic phases were washed three times with 2N NaOH solution and t... Starting materials: [OH-].[Na+] (sodium hydroxide), FC1=C(C=C(C=C1)C1=NC=CC(=C1)OC)NC(=S)NC(C1=CC=CC=C1)=O (N-(2-fluoro-5-(4-methoxypyridin-2-yl)phenyl)-N′-benzoylthiourea), Cl (hydrochloric acid). The solvent is CO (methanol). Conditions: time 4 hour. Product: FC1=C(C=C(C=C1)C1=NC=CC(=C1)OC)NC(=S)N (N-(2-fluoro-5-(4-methoxypyridin-2-yl)-phenyl)thiourea). Isolated yield 92.8%. RXN SMILES: [F:1][C:2]1[CH:7]=[CH:6][C:5]([C:8]2[CH:13]=[C:12]([O:14][CH3:15])[CH:11]=[CH:10][N:9]=2)=[CH:4][C:3]=1[NH:16][C:17]([NH:19]C(=O)C1C=CC=CC=1)=[S:18].[OH-].[Na+].Cl>CO>[F:1][C:2]1[CH:7]=[CH:6][C:5]([C:8]2[CH:13]=[C:12]([O:14][CH3:15])[CH:11]=[CH:10][N:9]=2)=[CH:4][C:3]=1[NH:16][C:17]([NH2:19])=[S:18] |f:1.2|. Procedure: To a suspension of N-(2-fluoro-5-(4-methoxypyridin-2-yl)phenyl)-N′-benzoylthiourea (0.32 g) in methanol (3 ml) was added an aqueous sodium hydroxide solution (1N, 1 ml) dropwise. The mixture was stirred at ambient temperature for 4 hours, and the pH was adjusted to 8.0 with 1N hydrochloric acid. The precipitate was triturated with water, collected by filtration, washed with water and dried under reduced pressure to give N-(2-fluoro-5-(4-methoxypyridin-2-yl)-phenyl)thiourea (216 mg).